describe an organic reaction: reactants, conditions, products, and yield From a dataset of the Open Reaction Database (ORD), a public repository of structured organic reaction records. Starting materials: BrC=1C=C2C=3CCCC(C3NC2=CC1)=O (6-bromo-2,3,4,9-tetrahydro-1H-carbazol-1-one), NC=1C=C2C=CNC2=CC1 (5-aminoindole). Product: BrC=1C=C2C=3CCCC(C3NC2=CC1)NC=1C=C2C=CNC2=CC1 (6-Bromo-N-(1H-indol-5-yl)-2,3,4,9-tetrahydro-1H-carbazol-1-amine), white solid. The yield is 37.0%. RXN SMILES: [Br:1][C:2]1[CH:3]=[C:4]2[C:12](=[CH:13][CH:14]=1)[NH:11][C:10]1[C:9](=O)[CH2:8][CH2:7][CH2:6][C:5]2=1.[NH2:16][C:17]1[CH:18]=[C:19]2[C:23](=[CH:24][CH:25]=1)[NH:22][CH:21]=[CH:20]2>>[Br:1][C:2]1[CH:3]=[C:4]2[C:12](=[CH:13][CH:14]=1)[NH:11][C:10]1[CH:9]([NH:16][C:17]3[CH:18]=[C:19]4[C:23](=[CH:24][CH:25]=3)[NH:22][CH:21]=[CH:20]4)[CH2:8][CH2:7][CH2:6][C:5]2=1. Procedure details: 6-Bromo-N-(1H-indol-5-yl)-2,3,4,9-tetrahydro-1H-carbazol-1-amine was prepared from 6-bromo-2,3,4,9-tetrahydro-1H-carbazol-1-one (100 mg, 0.76 mmol) and 5-aminoindole (100 mg, 0.76 mmol) in a similar manner as described above to give 54 mg (37%) of a white solid; 1H-NMR (DMSO-d6): δ 11.08 (s, 1H), 10.61 (s, 1H), 7.55 (d, 1H), 7.23 (d, 1H), 7.14-7.11 (m, 2H), 7.10 (d, 1H), 6.84-6.83 (m, 1H), 6.65 (dd, 1H), 6.18-6.17 (m, 1H), 5.21 (d, 1H), 4.77-4.71 (m, 1H), 2.68-2.54 (m, 2H), 2.02-1.89 (m, 2H), 1.... Reported procedure: The procedure similar to that described in Example 1 was repeated, except that 300 mg (0.63 mmol) of Compound 24 was used and ethyl iodide was used in place of methyl iodide. As a result, 213.1 mg (yield: 67%) of Compound 2 was obtained as pale yellow crystals. Reaction SMILES: [CH3:1][O:2][C:3]1[CH:4]=[C:5]2[C:10](=[CH:11][C:12]=1[O:13][CH3:14])[N:9]=[CH:8][N:7]=[C:6]2[N:15]1[CH2:20][CH2:19][CH:18]([N:21]2[C:30](=[O:31])[C:29]3[C:24](=[CH:25][CH:26]=[C:27]([N+:32]([O-:34])=[O:33])[CH:28]=3)[NH:23][C:22]2=[O:35])[CH2:17][CH2:16]1.[CH2:36](I)[CH3:37]>>[CH3:1][O:2][C:3]1[CH:4]=[C:5]2[C:10](=[CH:11][C:12]=1[O:13][CH3:14])[N:9]=[CH:8][N:7]=[C:6]2[N:15]1[CH2:20][CH2:19][CH:18]([N:21]2[C:30](=[O:31])[C:29]3[C:24](=[CH:25][CH:26]=[C:27]([N+:32]([O-:34])=[O:33])[CH:28]=3)[N:23]([CH2:36][CH3:37])[C:22]2=[O:35])[CH2:17][CH2:16]1. Yields the product COC=1C=C2C(=NC=NC2=CC1OC)N1CCC(CC1)N1C(N(C2=CC=C(C=C2C1=O)[N+](=O)[O-])CC)=O (3-[1-(6,7-Dimethoxy-4-quinazolinyl)-4-piperidinyl]-1-ethyl-1,2,3,4-tetrahydro-6-nitro-2,4-dioxoquinazoline). The yield is 67.0%. Starting materials: COC=1C=C2C(=NC=NC2=CC1OC)N1CCC(CC1)N1C(NC2=CC=C(C=C2C1=O)[N+](=O)[O-])=O (3-[1-(6,7-dimethoxy-4-quinazolinyl)-4-piperidinyl]-1,2,3,4-tetrahydro-6-nitro-2,4-dioxoquinazoline), C(C)I (ethyl iodide). Reactants: COC(CCCCCCC#N)OC (7-cyanoheptanal dimethylacetal), OCC(CO)(CO)CO (pentaerythritol). Yields the product C(#N)CCCCCCC1OCC2(CO1)COC(OC2)CCCCCCC#N (3,9-bis(6-cyanohexyl)-2,4,8,10-tetraoxaspiro[5.5]undecane). Yield: 112.5%. As a reaction SMILES: [CH3:1][O:2][CH:3]([O:12][CH3:13])[CH2:4][CH2:5][CH2:6][CH2:7][CH2:8][CH2:9][C:10]#[N:11].OC[C:16]([CH2:21][OH:22])([CH2:19][OH:20])CO>>[C:10]([CH2:9][CH2:8][CH2:7][CH2:6][CH2:5][CH2:4][CH:3]1[O:12][CH2:13][C:16]2([CH2:19][O:20][CH:3]([CH2:4][CH2:5][CH2:6][CH2:7][CH2:8][CH2:9][C:10]#[N:11])[O:22][CH2:21]2)[CH2:1][O:2]1)#[N:11]. Procedure: The condensation reaction of 11.9 g of 7-cyanoheptanal dimethylacetal and 4.35 g of pentaerythritol was carried out to obtain 13.6 g of 3,9-bis(6-cyanohexyl)-2,4,8,10-tetraoxaspiro[5.5]undecane, which was then subjected to catalytic reduction to form 8.6 g of 3,9-bis(7-aminoheptyl)-2,4,8,10-tetraoxaspiro[5.5]undecane. Procedure: The title compound was prepared by substituting (S)-2-(neopentylamino)pentanoic acid from Step A of Example 246 for N-(tert-butoxycarbonyl)-L-leucine and (3aS,4R,6aR)-2-(3-(trifluoromethyl)phenylsulfonyl)octahydrocyclopenta[c]pyrrol-4-amine from Step A of Example 254 for (3aR,4S,6aS)-2-benzyloctahydrocyclopenta[c]pyrrol-4-amine in the procedure described in Example 221: 1H NMR (500 MHz, pyridine-d5) δ ppm 8.37-8.38 (bs, 1H), 8.18 (d, J=7.9 Hz, 1H), 8.09-8.11 (m, 1H), 7.90-7.92 (m, 1H), 7.71 (t, ... The product is C(C(C)(C)C)N[C@@H](CCC)C(=O)N[C@@H]1CC[C@H]2CN(C[C@H]21)S(=O)(=O)C2=CC(=CC=C2)C(F)(F)F (N2-neopentyl-N1-((3aS,4R,6aR)-2-{[3-(trifluoromethyl)phenyl]sulfonyl}octahydrocyclopenta[c]pyrrol-4-yl)-L-norvalinamide). As a reaction SMILES: C(O[C:6]([NH:8][C@H:9]([C:14]([OH:16])=O)[CH2:10][CH:11]([CH3:13])C)=O)(C)(C)C.[F:17][C:18]([F:38])([F:37])[C:19]1[CH:20]=[C:21]([S:25]([N:28]2[CH2:32][C@H:31]3[C@H:33]([NH2:36])[CH2:34][CH2:35][C@H:30]3[CH2:29]2)(=[O:27])=[O:26])[CH:22]=[CH:23][CH:24]=1.[CH2:39](N1C[C@@H]2[C@@H](N)CC[C@@H]2C1)[C:40]1[CH:45]=CC=C[CH:41]=1>>[CH2:6]([NH:8][C@H:9]([C:14]([NH:36][C@H:33]1[C@H:31]2[C@H:30]([CH2:29][N:28]([S:25]([C:21]3[CH:22]=[CH:23][CH:24]=[C:19]([C:18]([F:17])([F:37])[F:38])[CH:20]=3)(=[O:26])=[O:27])[CH2:32]2)[CH2:35][CH2:34]1)=[O:16])[CH2:10][CH2:11][CH3:13])[C:40]([CH3:45])([CH3:41])[CH3:39]. Starting materials: C(C)(C)(C)OC(=O)N[C@@H](CC(C)C)C(=O)O (N-(tert-butoxycarbonyl)-L-leucine), FC(C=1C=C(C=CC1)S(=O)(=O)N1C[C@H]2[C@@H](C1)[C@@H](CC2)N)(F)F ((3aS,4R,6aR)-2-(3-(Trifluoromethyl)phenylsulfonyl)octahydrocyclopenta[c]pyrrol-4-amine), C(C1=CC=CC=C1)N1C[C@@H]2[C@H](C1)[C@H](CC2)N ((3aR,4S,6aS)-2-benzyloctahydrocyclopenta[c]pyrrol-4-amine). Reactants: C(C)OC(CC1CCN(CC1)C(C(C(NC(C1=C(C=C(C=C1)C#N)F)=O)CC)(C)C)=O)=O (ethyl-N-(N-(4-cyano-2-fluorobenzoyl)-β-ethyl-α,α-dimethyl-β-alanyl)-4-piperidineacetate), N1CCCC1 (pyrrolidine), amine. Product: C(C)OC(CC1CCN(CC1)C(C(C(NC(C1=C(C=C(C=C1)C(=N)N1CCCC1)F)=O)CC)(C)C)=O)=O (Ethyl-N-(N-(4-(1-pyrrolidinoimidoyl)-2-fluorobenzoyl)-β-ethyl-α,α-dimethyl-β-alanyl)-4-piperidineacetate). The yield is 25.0%. As a reaction SMILES: [CH2:1]([O:3][C:4](=[O:32])[CH2:5][CH:6]1[CH2:11][CH2:10][N:9]([C:12](=[O:31])[C:13]([CH3:30])([CH3:29])[CH:14]([CH2:27][CH3:28])[NH:15][C:16](=[O:26])[C:17]2[CH:22]=[CH:21][C:20]([C:23]#[N:24])=[CH:19][C:18]=2[F:25])[CH2:8][CH2:7]1)[CH3:2].[NH:33]1[CH2:37][CH2:36][CH2:35][CH2:34]1>>[CH2:1]([O:3][C:4](=[O:32])[CH2:5][CH:6]1[CH2:7][CH2:8][N:9]([C:12](=[O:31])[C:13]([CH3:30])([CH3:29])[CH:14]([CH2:27][CH3:28])[NH:15][C:16](=[O:26])[C:17]2[CH:22]=[CH:21][C:20]([C:23]([N:33]3[CH2:37][CH2:36][CH2:35][CH2:34]3)=[NH:24])=[CH:19][C:18]=2[F:25])[CH2:10][CH2:11]1)[CH3:2]. Procedure details: The same procedure as in Example 45 was performed with ethyl-N-(N-(4-cyano-2-fluorobenzoyl)-β-ethyl-α,α-dimethyl-β-alanyl)-4-piperidineacetate (1.4 g, 3.1 mmol) by using pyrrolidine (2.6 ml) as an amine to yield the titled compound (398 mg, 25%). The reactants are O=C(O)C(Br)CC(Br)C(=O)O, CC(=O)Cl. Yields the product O=C1OC(=O)C(Br)CC1Br. Reaction SMILES: [Br:1][CH:2]([C:3](=[O:4])[OH:5])[CH2:6][CH:7]([C:8](=[O:9])[OH:10])[Br:11].[CH3:12][C:13](=[O:14])[Cl:15]>>[Br:1][CH:2]1[C:3](=[O:4])[O:9][C:8](=[O:10])[CH:7]([Br:11])[CH2:6]1. The reactants are O (Water), C(C)[SiH](CC)CC (Triethylsilane), FC(S(=O)(=O)O[Si](C)(C)C)(F)F (trimethylsilyl trifluoromethanesulfonate), FC1=CC=C(C=C1)C1N2C([C@@H](OC1)O)CCCC2=O ((R*)-4-(4-fluorophenyl)-1-hydroxyhexahydropyrido[2,1-c][1,4]oxazin-6-one). The solvent is C(C)(=O)OCC (ethyl acetate), ClCCl (dichloromethane). Reaction conditions: temperature 60 celsius, time 2 hour. Yields the product FC1=CC=C(C=C1)[C@H]1N2C(=COC1)CCCC2=O ((R*)-4-(4-fluorophenyl)-3,4,8,9-tetrahydro-7H-pyrido[2,1-c][1,4]oxazin-6-one), FC1=CC=C(C=C1)[C@H]1N2[C@@H](COC1)CCCC2=O ((4R*,9aR*)-4-(4-fluorophenyl)hexahydropyrido[2,1-c][1,4]oxazin-6-one). Reaction SMILES: C([SiH](CC)CC)C.FC(F)(F)S(O[Si](C)(C)C)(=O)=O.[F:20][C:21]1[CH:26]=[CH:25][C:24]([CH:27]2[CH2:32][O:31][C@@H:30](O)[CH:29]3[CH2:34][CH2:35][CH2:36][C:37](=[O:38])[N:28]23)=[CH:23][CH:22]=1.O>ClCCl.C(OCC)(=O)C>[F:20][C:21]1[CH:22]=[CH:23][C:24]([C@@H:27]2[CH2:32][O:31][CH:30]=[C:29]3[CH2:34][CH2:35][CH2:36][C:37](=[O:38])[N:28]23)=[CH:25][CH:26]=1.[F:20][C:21]1[CH:22]=[CH:23][C:24]([C@@H:27]2[CH2:32][O:31][CH2:30][C@H:29]3[CH2:34][CH2:35][CH2:36][C:37](=[O:38])[N:28]23)=[CH:25][CH:26]=1. Procedure: Triethylsilane (5.5 mL) and trimethylsilyl trifluoromethanesulfonate (442 μL) were added to a solution of (R*)-4-(4-fluorophenyl)-1-hydroxyhexahydropyrido[2,1-c][1,4]oxazin-6-one (324 mg) in dichloromethane (10 mL), and the reaction solution was reacted at room temperature for 1.5 hours. Then, the reaction solution was heated to 60° C. and stirred for two hours. Water and ethyl acetate were added to the reaction solution, and the organic layer was separated. The resulting organic layer was washe... Starting materials: O=C(Oc1ccc2c(c1)CC=C2)c1ccccc1, ClCCl, CCOC(=O)C=[N+]=[N-]. Yields the product CCOC(=O)C1C2Cc3cc(OC(=O)c4ccccc4)ccc3C21. RXN SMILES: [C:1]([c:2]1[cH:3][cH:4][cH:5][cH:6][cH:7]1)(=[O:8])[O:9][c:10]1[cH:11][cH:12][c:13]2[c:17]([cH:18]1)[CH2:16][CH:15]=[CH:14]2.[Cl:27][CH2:28][Cl:29].[N+:19](=[N-:20])=[CH:21][C:22](=[O:23])[O:24][CH2:25][CH3:26]>>[C:1]([c:2]1[cH:3][cH:4][cH:5][cH:6][cH:7]1)(=[O:8])[O:9][c:10]1[cH:11][cH:12][c:13]2[c:17]([cH:18]1)[CH2:16][CH:15]1[CH:14]2[CH:21]1[C:22](=[O:23])[O:24][CH2:25][CH3:26]. Reactants: NCCC=1N(C2=CC=C(C=C2C1CCOC1=CC=C(C(=O)OC)C=C1)Cl)C(C1=CC=CC=C1)C1=CC=CC=C1 (methyl 4-{2-[2-(2-aminoethyl)-1-benzhydryl-5-chloro-1H-indol-3-yl]ethoxy}benzoate), ClC1=CC(=C(C=C1)CS(=O)(=O)Cl)[N+](=O)[O-] ((4-chloro-2-nitro-phenyl)-methanesulfonyl chloride). Product: C(C1=CC=CC=C1)(C1=CC=CC=C1)N1C(=C(C2=CC(=CC=C12)Cl)CCOC1=CC=C(C(=O)O)C=C1)CCNS(=O)(=O)CC1=C(C=C(C=C1)Cl)[N+](=O)[O-] (4-{2-[1-benzhydryl-5-chloro-2-(2-{[(4-chloro-2-nitrobenzyl)sulfonyl]amino}ethyl)-1H-indol-3-yl]ethoxy}benzoic acid). The yield is 74.0%. RXN SMILES: [NH2:1][CH2:2][CH2:3][C:4]1[N:5]([CH:27]([C:34]2[CH:39]=[CH:38][CH:37]=[CH:36][CH:35]=2)[C:28]2[CH:33]=[CH:32][CH:31]=[CH:30][CH:29]=2)[C:6]2[C:11]([C:12]=1[CH2:13][CH2:14][O:15][C:16]1[CH:25]=[CH:24][C:19]([C:20]([O:22]C)=[O:21])=[CH:18][CH:17]=1)=[CH:10][C:9]([Cl:26])=[CH:8][CH:7]=2.[Cl:40][C:41]1[CH:46]=[CH:45][C:44]([CH2:47][S:48](Cl)(=[O:50])=[O:49])=[C:43]([N+:52]([O-:54])=[O:53])[CH:42]=1>>[CH:27]([N:5]1[C:6]2[C:11](=[CH:10][C:9]([Cl:26])=[CH:8][CH:7]=2)[C:12]([CH2:13][CH2:14][O:15][C:16]2[CH:25]=[CH:24][C:19]([C:20]([OH:22])=[O:21])=[CH:18][CH:17]=2)=[C:4]1[CH2:3][CH2:2][NH:1][S:48]([CH2:47][C:44]1[CH:45]=[CH:46][C:41]([Cl:40])=[CH:42][C:43]=1[N+:52]([O-:54])=[O:53])(=[O:50])=[O:49])([C:28]1[CH:29]=[CH:30][CH:31]=[CH:32][CH:33]=1)[C:34]1[CH:35]=[CH:36][CH:37]=[CH:38][CH:39]=1. Procedure: To the methyl 4-{2-[2-(2-aminoethyl)-1-benzhydryl-5-chloro-1H-indol-3-yl]ethoxy}benzoate (Step 6, Example 1)was added (4-chloro-2-nitro-phenyl)-methanesulfonyl chloride according to the procedure in Example 1 Step 7 to generate the product in 74% yield.